This data is from the Open Reaction Database (ORD), a public repository of structured organic reaction records. The task is: describe an organic reaction: reactants, conditions, products, and yield Starting materials: ICC=1N=C(OC1C1=CC=CC=C1)C1=CC=C(C=C1)C (4-iodomethyl-5-phenyl-2-p-tolyloxazole), C/C(=N\O)/C(=O)C (diacetylmonoxime), C(C)(C)C1=CC=C(C=O)C=C1 (4-isopropylbenzaldehyde). The product is ICC=1N=C(OC1C)C1=CC=C(C=C1)C(C)C (4-iodomethyl-2-(4 isopropylphenyl)-5-methyloxazole). Reaction SMILES: [I:1][CH2:2][C:3]1[N:4]=C(C2C=CC(C)=CC=2)O[C:7]=1[C:8]1C=CC=CC=1.C/C(/C(C)=O)=N\O.[CH:28]([C:31]1[CH:38]=[CH:37][C:34]([CH:35]=[O:36])=[CH:33][CH:32]=1)([CH3:30])[CH3:29]>>[I:1][CH2:2][C:3]1[N:4]=[C:35]([C:34]2[CH:33]=[CH:32][C:31]([CH:28]([CH3:30])[CH3:29])=[CH:38][CH:37]=2)[O:36][C:7]=1[CH3:8]. Procedure details: Analogously to the building block synthesis of 4-iodomethyl-5-phenyl-2-p-tolyloxazole, diacetylmonoxime and 4-isopropylbenzaldehyde gave 4-iodomethyl-2-(4 isopropylphenyl)-5-methyloxazole.